This data is from the Open Reaction Database (ORD), a public repository of structured organic reaction records. The task is: describe an organic reaction: reactants, conditions, products, and yield Reactants: C(C)(C)(C)OC(=O)N1CCC(CC1)COC1=CC=C2C(=NC=NC2=C1)OC=1C=C2C=C(NC2=CC1)C (7-(1-tert-butoxycarbonylpiperidin-4-ylmethoxy)-4-(2-methylindol-5-yloxy)quinazoline). Solvent: C(Cl)Cl (methylene chloride), C(=O)(C(F)(F)F)O (TFA). Conditions: time 1 hour. The product is CC=1NC2=CC=C(C=C2C1)OC1=NC=NC2=CC(=CC=C12)OCC1CCNCC1 (4-(2-methylindol-5-yloxy)-7-(piperidin-4-ylmethoxy)quinazoline). Yield: 66.4%. As a reaction SMILES: C(OC([N:8]1[CH2:13][CH2:12][CH:11]([CH2:14][O:15][C:16]2[CH:25]=[C:24]3[C:19]([C:20]([O:26][C:27]4[CH:28]=[C:29]5[C:33](=[CH:34][CH:35]=4)[NH:32][C:31]([CH3:36])=[CH:30]5)=[N:21][CH:22]=[N:23]3)=[CH:18][CH:17]=2)[CH2:10][CH2:9]1)=O)(C)(C)C>C(Cl)Cl.C(O)(C(F)(F)F)=O>[CH3:36][C:31]1[NH:32][C:33]2[C:29]([CH:30]=1)=[CH:28][C:27]([O:26][C:20]1[C:19]3[C:24](=[CH:25][C:16]([O:15][CH2:14][CH:11]4[CH2:12][CH2:13][NH:8][CH2:9][CH2:10]4)=[CH:17][CH:18]=3)[N:23]=[CH:22][N:21]=1)=[CH:35][CH:34]=2. Reported procedure: A suspension of 7-(1-tert-butoxycarbonylpiperidin-4-ylmethoxy)-4-(2-methylindol-5-yloxy)quinazoline (150 mg, 0.31 mmol), (prepared as described in Example 90), in methylene chloride (2 ml) and TFA (1.5 ml) was stirred for 1 hour at ambient temperature. After removal of the volatiles under vacuum the residue was azeotroped with toluene. The residue was partitioned between methylene chloride and water and the aqueous layer was adjusted to pH11. The organic layer was separated, washed with brine, d... Starting materials: P12(=S)SP3(=S)SP(=S)(S1)SP(=S)(S2)S3 (phosphorus pentasulfide), [S-2].[K+].[K+] (potassium sulfide), ClC1=CC2=C(C(N(CC(O2)CCCl)C)=O)C=C1 (8-chloro-2-(2-chloroethyl)-2,3-dihydro-4-methyl-1,4-benzoxazepin-5(4H)-one). The solvent is C1(=CC=CC=C1)C (toluene). The product is ClC1=CC2=C(C(N(CC(O2)CCCl)C)=S)C=C1 (8-Chloro-2-(2-chloroethyl)-2,3-dihydro-4-methyl-1,4-benzoxazepine-5(4H)-thione). Yield: 73.2%. RXN SMILES: [Cl:1][C:2]1[CH:17]=[CH:16][C:5]2[C:6](=O)[N:7]([CH3:14])[CH2:8][CH:9]([CH2:11][CH2:12][Cl:13])[O:10][C:4]=2[CH:3]=1.P12(SP3(SP(SP(S3)(S1)=S)(=S)S2)=S)=[S:19].[S-2].[K+].[K+]>C1(C)C=CC=CC=1>[Cl:1][C:2]1[CH:17]=[CH:16][C:5]2[C:6](=[S:19])[N:7]([CH3:14])[CH2:8][CH:9]([CH2:11][CH2:12][Cl:13])[O:10][C:4]=2[CH:3]=1 |f:2.3.4|. Reported procedure: To a solution of 43 g (0.16 mole) of 8-chloro-2-(2-chloroethyl)-2,3-dihydro-4-methyl-1,4-benzoxazepin-5(4H)-one in 400 ml of dry toluene was added a mixture of 23 g (0.12 mole) of phosphorus pentasulfide and 23 g of potassium sulfide which had been ground together. The reaction mixture was stirred and heated at reflux for 24 hr. The mixture was filtered hot and the filtrate concentrated under reduced pressure to give 25.5 g (55%) of orange oil which solidified on standing at room temperature. Th... Starting materials: C(C)(=O)OCCN1C([C@H](N=C(C2=C1C=CC=C2)C2=CC=CC=C2)NC(=O)C=2NC1=CC=CC=C1C2)=O ((3S)-1-(2-acetoxyethyl)-3-(2-indolylcarbonylamino)-1,3-dihydro-5-phenyl-2H-1,4-benzodiazepine-2-one), C([O-])([O-])=O.[K+].[K+] (potassium carbonate). Solvent: C(C)O (ethanol). Reaction conditions: temperature 70 celsius. Yields the product OCCN1C([C@H](N=C(C2=C1C=CC=C2)C2=CC=CC=C2)NC(=O)C=2NC1=CC=CC=C1C2)=O ((3S)-1-(2-hydroxyethyl)-3-(2-indolylcarbonylamino)-1,3-dihydro-5-phenyl-2H-1,4-benzodiazepine-2-one). Yield: 89.5%. Reaction SMILES: C([O:4][CH2:5][CH2:6][N:7]1[C:13]2[CH:14]=[CH:15][CH:16]=[CH:17][C:12]=2[C:11]([C:18]2[CH:23]=[CH:22][CH:21]=[CH:20][CH:19]=2)=[N:10][C@H:9]([NH:24][C:25]([C:27]2[NH:28][C:29]3[C:34]([CH:35]=2)=[CH:33][CH:32]=[CH:31][CH:30]=3)=[O:26])[C:8]1=[O:36])(=O)C.C(=O)([O-])[O-].[K+].[K+]>C(O)C>[OH:4][CH2:5][CH2:6][N:7]1[C:13]2[CH:14]=[CH:15][CH:16]=[CH:17][C:12]=2[C:11]([C:18]2[CH:19]=[CH:20][CH:21]=[CH:22][CH:23]=2)=[N:10][C@H:9]([NH:24][C:25]([C:27]2[NH:28][C:29]3[C:34]([CH:35]=2)=[CH:33][CH:32]=[CH:31][CH:30]=3)=[O:26])[C:8]1=[O:36] |f:1.2.3|. Procedure details: A mixture of (3S)-1-(2-acetoxyethyl)-3-(2-indolylcarbonylamino)-1,3-dihydro-5-phenyl-2H-1,4-benzodiazepine-2-one (1.80 g) and potassium carbonate (0.30 g) in 85% aqueous ethanol (30 ml) was heated at to 70° C. for 1 hour under stirring. After cooling, ethanol was removed under reduced pressure, and to the residue was added water. The aqueous mixture was acidified with dilute hydrochloric acid and extracted with ethyl acetate. The extract was washed with brine and dried over magnesium sulfate. Re...